Dataset: the Open Reaction Database (ORD), a public repository of structured organic reaction records. Task: describe an organic reaction: reactants, conditions, products, and yield The reagents and catalysts are C(C)(=O)O (acetic acid). Procedure details: A solution of 5-bromo-2-[4-(2-diisopropylamino-ethoxy)-3-methoxy-phenyl]-isoindole-1,3-dione [Example A1] (66 mg, 0.14 mmol) was dissolved in THF (ml) and treated with sodium borohydride (5.2 mg, 0.14 mmol). After stirring for 2 hours, the mixture was treated with isopropanol, stirred for a further 1 h then treated with acetic acid (2 drops) and stirred for 16 h at RT. The solvent was removed and the residue purified by flash chromatography to give an approximately 1:1 mixture of the 5- and 6-br... Run in C(C)(C)O (isopropanol), ClCCl (dichloromethane), C1CCOC1 (THF). The product is C(C)(C)N(CCOC1=C(C=C(C=C1)N1C(C2=CC=CC=C2C1)=O)OC)C(C)C (2-[4-(2-diisopropylamino-ethoxy)-3-methoxy-phenyl]-2,3-dihydro-isoindol-1-one). Reaction SMILES: Br[C:2]1[CH:3]=[C:4]2[C:8](=[CH:9][CH:10]=1)[C:7](=O)[N:6]([C:12]1[CH:17]=[CH:16][C:15]([O:18][CH2:19][CH2:20][N:21]([CH:25]([CH3:27])[CH3:26])[CH:22]([CH3:24])[CH3:23])=[C:14]([O:28][CH3:29])[CH:13]=1)[C:5]2=[O:30].[BH4-].[Na+].C(N(C(C)C)CCOC1C=CC(N2C(O)C3C(=CC=CC=3)C2=O)=CC=1OC)(C)C.C([SiH](CC)CC)C.FC(F)(F)C(O)=O>C1COCC1.C(O)(=O)C.ClCCl.C(O)(C)C>[CH:25]([N:21]([CH:22]([CH3:24])[CH3:23])[CH2:20][CH2:19][O:18][C:15]1[CH:16]=[CH:17][C:12]([N:6]2[CH2:7][C:8]3[C:4](=[CH:3][CH:2]=[CH:10][CH:9]=3)[C:5]2=[O:30])=[CH:13][C:14]=1[O:28][CH3:29])([CH3:26])[CH3:27] |f:1.2|. Reactants: C(C)[SiH](CC)CC (triethylsilane), FC(C(=O)O)(F)F (trifluoroacetic acid), BrC=1C=C2C(N(C(C2=CC1)=O)C1=CC(=C(C=C1)OCCN(C(C)C)C(C)C)OC)=O (5-bromo-2-[4-(2-diisopropylamino-ethoxy)-3-methoxy-phenyl]-isoindole-1,3-dione), 5- and 6-bromo, C(C)(C)N(CCOC1=C(C=C(C=C1)N1C(C2=CC=CC=C2C1O)=O)OC)C(C)C (2-[4-(2-diisopropylamino-ethoxy)-3-methoxy-phenyl]-3-hydroxy-2,3-dihydro-isoindol-1-one), [BH4-].[Na+] (sodium borohydride). Run at time 2 hour. The reactants are OC1=C(C(=O)O)C=CC(=C1)C(F)(F)F (2-hydroxy-4-(trifluoromethyl)benzoic acid), [H-].[Al+3].[Li+].[H-].[H-].[H-] (lithium aluminium hydride). Conditions: time 12 hour. Yields the product OCC1=C(C=C(C=C1)C(F)(F)F)O (2-(HYDROXYMETHYL)-5-(TRIFLUOROMETHYL)PHENOL). Isolated yield 54.6%. Reaction SMILES: [OH:1][C:2]1[CH:10]=[C:9]([C:11]([F:14])([F:13])[F:12])[CH:8]=[CH:7][C:3]=1[C:4](O)=[O:5].[H-].[Al+3].[Li+].[H-].[H-].[H-]>>[OH:5][CH2:4][C:3]1[CH:7]=[CH:8][C:9]([C:11]([F:13])([F:14])[F:12])=[CH:10][C:2]=1[OH:1] |f:1.2.3.4.5.6|. Procedure details: To a solution of 2-hydroxy-4-(trifluoromethyl)benzoic acid (5.0 g, 24.3 mmol) in dry DEE (150 ml), under nitrogen atmosphere, lithium aluminium hydride (1.11 g, 29.2 mmol) was added in portions. The reaction mixture was stirred for 12 h at ambient temperature and then quenched with water and NaOH (5 M). Aqueous HCl (10%) was added and the aqueous phase was extracted with EtOAc. The combined organic phases were dried (Na2SO4), filtered and evaporated to dryness. The residue was purified by flash ... Starting materials: ClC1=C(C=CC(=C1)Cl)C=1N=C(C(=NC1CC)N[C@H]1[C@H](CC2=CC=CC=C12)OCC)CC (5-(2,4-dichlorophenyl)-N-[(1R,2S)-2-ethoxy-2,3-dihydro-1H-inden-1-yl]-3,6-diethylpyrazin-2-amine), C1(CC1)C=1C(=NC(=C(N1)C1=C(C=C(C=C1)Cl)Cl)CC)N[C@H]1[C@H](CC2=CC=CC=C12)O ((1R,2S)-1-{[3-cyclopropyl-5-(2,4-dichlorophenyl)-6-ethylpyrazin-2-yl]amino}-2,3-dihydro-1H-inden-2-ol). The product is C1(CC1)C=1C(=NC(=C(N1)C1=C(C=C(C=C1)Cl)Cl)CC)N[C@H]1[C@H](CC2=CC=CC=C12)OCC (3-cyclopropyl-5-(2,4-dichlorophenyl)-N-[(1R,2S)-2-ethoxy-2,3-dihydro-1H-inden-1-yl]-6-ethylpyrazin-2-amine). As a reaction SMILES: [Cl:1][C:2]1[CH:7]=[C:6]([Cl:8])[CH:5]=[CH:4][C:3]=1[C:9]1[N:10]=[C:11]([CH2:30][CH3:31])[C:12]([NH:17][C@@H:18]2[C:26]3[C:21](=[CH:22][CH:23]=[CH:24][CH:25]=3)[CH2:20][C@@H:19]2[O:27][CH2:28][CH3:29])=[N:13][C:14]=1[CH2:15][CH3:16].[CH:32]1(C2C(N[C@@H]3C4C(=CC=CC=4)C[C@@H]3O)=NC(CC)=C(C3C=CC(Cl)=CC=3Cl)N=2)CC1>>[CH:30]1([C:11]2[C:12]([NH:17][C@@H:18]3[C:26]4[C:21](=[CH:22][CH:23]=[CH:24][CH:25]=4)[CH2:20][C@@H:19]3[O:27][CH2:28][CH3:29])=[N:13][C:14]([CH2:15][CH3:16])=[C:9]([C:3]3[CH:4]=[CH:5][C:6]([Cl:8])=[CH:7][C:2]=3[Cl:1])[N:10]=2)[CH2:32][CH2:31]1. Reported procedure: Following the procedure for the preparation of 5-(2,4-dichlorophenyl)-N-[(1R,2S)-2-ethoxy-2,3-dihydro-1H-inden-1-yl]-3,6-diethylpyrazin-2-amine but substituting (1R,2S)-1-{[3-cyclopropyl-5-(2,4-dichlorophenyl)-6-ethylpyrazin-2-yl]amino}-2,3-dihydro-1H-inden-2-ol and making non-critical variations provided the title compound as a solid: 1H NMR (CDCl3) δ 0.87-1.21, 1.58, 1.80-1.85, 2.51, 3.15-3.17, 3.46-3.56, 3.66-3.76, 4.40-4.45, 5.88, 6.04, 7.21-7.34, 7.47-7.50; MS (ESI+) for C26H27Cl2N3O m/z 46... Reactants: C(C)C1C(CC(C(C(OC(C2CCCCN2C(C(C2(C(CC(C(C(CC(CC(=C1)C)C)OC)O2)OC)C)O)=O)=O)=O)C(=CC2CC(C(CC2)OC2=CC(=CC=C2)C2OCCO2)OC)C)C)O)=O (17-ethyl-1,14-dihydroxy-12-[2'-(4"-(3'"-dioxolanylphenyloxy)-3"-methoxycyclohexyl)-1'-methylvinyl]-23,25-dimethoxy-13,19,21,27-tetramethyl-11,28-dioxa-4-azatricyclo[22.3.1.04,9 ]-octacos-18-ene-2,3,10,16-tetraone), solution, C1(=CC=C(C=C1)S(=O)(=O)O)C (p-toluensulfonic acid). The solvent is CO (methanol). Yields the product C(C)C1C(CC(C(C(OC(C2CCCCN2C(C(C2(C(CC(C(C(CC(CC(=C1)C)C)OC)O2)OC)C)O)=O)=O)=O)C(=CC2CC(C(CC2)OC2=CC(=CC=C2)C=O)OC)C)C)O)=O (17-Ethyl-1,14-dihydroxy-12-[2'-(4"-(3'"-formylphenyloxy)-3"-methoxycyclohexyl)-1'-methylvinyl]-23,25-dimethoxy-13,19,21,27-tetramethyl-11,28-dioxa-4-azatricyclo[22.3.1.04,9 ]octacos-18-ene-2,3,10,16-tetraone). The yield is 31.5%. As a reaction SMILES: [CH2:1]([CH:3]1[CH:29]=[C:28]([CH3:30])[CH2:27][CH:26]([CH3:31])[CH2:25][CH:24]([O:32][CH3:33])[CH:23]2[O:34][C:19]([OH:38])([CH:20]([CH3:37])[CH2:21][CH:22]2[O:35][CH3:36])[C:18](=[O:39])[C:17](=[O:40])[N:16]2[CH:11]([CH2:12][CH2:13][CH2:14][CH2:15]2)[C:10](=[O:41])[O:9][CH:8]([C:42]([CH3:64])=[CH:43][CH:44]2[CH2:49][CH2:48][CH:47]([O:50][C:51]3[CH:56]=[CH:55][CH:54]=[C:53]([CH:57]4OCC[O:58]4)[CH:52]=3)[CH:46]([O:62][CH3:63])[CH2:45]2)[CH:7]([CH3:65])[CH:6]([OH:66])[CH2:5][C:4]1=[O:67])[CH3:2].C1(C)C=CC(S(O)(=O)=O)=CC=1>CO>[CH2:1]([CH:3]1[CH:29]=[C:28]([CH3:30])[CH2:27][CH:26]([CH3:31])[CH2:25][CH:24]([O:32][CH3:33])[CH:23]2[O:34][C:19]([OH:38])([CH:20]([CH3:37])[CH2:21][CH:22]2[O:35][CH3:36])[C:18](=[O:39])[C:17](=[O:40])[N:16]2[CH:11]([CH2:12][CH2:13][CH2:14][CH2:15]2)[C:10](=[O:41])[O:9][CH:8]([C:42]([CH3:64])=[CH:43][CH:44]2[CH2:49][CH2:48][CH:47]([O:50][C:51]3[CH:56]=[CH:55][CH:54]=[C:53]([CH:57]=[O:58])[CH:52]=3)[CH:46]([O:62][CH3:63])[CH2:45]2)[CH:7]([CH3:65])[CH:6]([OH:66])[CH2:5][C:4]1=[O:67])[CH3:2]. Procedure: To a solution of 17-ethyl-1,14-dihydroxy-12-[2'-(4"-(3'"-dioxolanylphenyloxy)-3"-methoxycyclohexyl)-1'-methylvinyl]-23,25-dimethoxy-13,19,21,27-tetramethyl-11,28-dioxa-4-azatricyclo[22.3.1.04,9 ]-octacos-18-ene-2,3,10,16-tetraone (20 mg in 1 ml methylene chloride) was added 1 ml of a 2.2% solution of p-toluensulfonic acid in methanol and the mixture stirred at room temperature. After 20 minutes the reaction was quenched by the addition of 2 ml saturated sodium bicarbonate, extracted with methyle... Reactants: CCCCCCC.CCOC(=O)C (n-heptane EtOAc), FC1=CC(=C(C=C1F)C1=C(C=NC=C1)N(C(C1=CC(=NC(=C1)C(F)(F)F)C(F)(F)F)=O)CCS(=O)(=O)C)OC (N-[4-(4,5-Difluoro-2-methoxy-phenyl)-pyridin-3-yl]-N-(2-methanesulfonyl-ethyl)-2,6-bis-trifluoromethyl-isonicotinamide), FC1=CC(=C(C=C1F)C1=C(C=NC=C1)N(C(C1=CC(=NC(=C1)C(F)(F)F)C(F)(F)F)=O)CCS(=O)(=O)C)OC (N-[4-(4,5-Difluoro-2-methoxy-phenyl)-pyridin-3-yl]-N-(2-methanesulfonyl-ethyl)-2,6-bis-trifluoromethyl-isonicotinamide), FC1=C(C(=CC=C1)OC)B(O)O (2-fluoro-6-methoxyphenylboronic acid). Yields the product COC(CNC=1C=NC=CC1C1=C(C=CC=C1OC)F)=O ([4-(2-Fluoro-6-methoxy-phenyl)-pyridin-3-ylamino]-acetic acid methyl ester). RXN SMILES: FC1C(F)=CC([C:9]2[CH:14]=[CH:13][N:12]=[CH:11][C:10]=2[N:15](CCS(C)(=O)=O)C(=O)C2C=C(C(F)(F)F)N=C(C(F)(F)F)C=2)=C(OC)C=1.[F:40][C:41]1[CH:46]=[CH:45][CH:44]=[C:43]([O:47][CH3:48])[C:42]=1B(O)O.CCCCCCC.C[CH2:60][O:61][C:62]([CH3:64])=[O:63]>>[CH3:60][O:61][C:62](=[O:63])[CH2:64][NH:15][C:10]1[CH:11]=[N:12][CH:13]=[CH:14][C:9]=1[C:42]1[C:43]([O:47][CH3:48])=[CH:44][CH:45]=[CH:46][C:41]=1[F:40] |f:2.3|. Reported procedure: The title compound was prepared in analogy to example 72, from 4-iodo-pyridin-3-ylamino)-acetic acid methyl ester (example 176, intermediate b) and 2-fluoro-6-methoxyphenylboronic acid (CAS RN 78495-63-3) and using a gradient of n-heptane:EtOAc (100:0 to 0:100) for the chromatographic purification. Light yellow oil (34%). MS (GC_MS (TIC): m/z=290.1 [M+.].